Dataset: the Open Reaction Database (ORD), a public repository of structured organic reaction records. Task: describe an organic reaction: reactants, conditions, products, and yield Starting materials: ClC1=C(C=CC=C1)SC (o-Chlorothioanisole), [O-]CC.[Na+] (sodium ethoxide). Reagents/catalysts: [Cu] (copper). Run in [N+](=O)([O-])C1=CC=CC=C1 (nitrobenzene). The product is C(C)OC1=C(C=CC=C1)SC (o-ethoxythioanisole). RXN SMILES: Cl[C:2]1[CH:7]=[CH:6][CH:5]=[CH:4][C:3]=1[S:8][CH3:9].[O-:10][CH2:11][CH3:12].[Na+]>[N+](C1C=CC=CC=1)([O-])=O.[Cu]>[CH2:11]([O:10][C:2]1[CH:7]=[CH:6][CH:5]=[CH:4][C:3]=1[S:8][CH3:9])[CH3:12] |f:1.2|. Procedure details: o-Chlorothioanisole (prepared by the procedure of Example 5-A (15.85 g., 0.1 mole) is stirred at reflux in nitrobenzene containing copper powder (100 mg.) and sodium ethoxide (6.8 g., 0.1 mole) for 2 hours. The product is steam distilled and the distillate dried and fractionally distilled under reduced pressure to yield o-ethoxythioanisole.